From a dataset of the Open Reaction Database (ORD), a public repository of structured organic reaction records. describe an organic reaction: reactants, conditions, products, and yield The reactants are CCN(C(C)C)C(C)C, Clc1ncccn1, Cl, [F-], [K+], O=c1c2c([nH]c3ccccc13)C(c1ccc3c(c1)CCO3)NC2, O. The product is O=c1c2c([nH]c3ccccc13)C(c1ccc3c(c1)CCO3)N(c1ncccn1)C2. RXN SMILES: [CH:34]([N:35]([CH2:36][CH3:37])[CH:38]([CH3:39])[CH3:40])([CH3:41])[CH3:42].[Cl:25][c:26]1[n:27][cH:28][cH:29][cH:30][n:31]1.[ClH:24].[F-:32].[K+:33].[O:1]1[CH2:2][CH2:3][c:4]2[c:5]1[cH:6][cH:7][c:8]([CH:10]1[NH:11][CH2:12][c:13]3[c:14]1[nH:15][c:16]1[cH:17][cH:18][cH:19][cH:20][c:21]1[c:22]3=[O:23])[cH:9]2.[OH2:43]>>[O:1]1[CH2:2][CH2:3][c:4]2[c:5]1[cH:6][cH:7][c:8]([CH:10]1[N:11]([c:26]3[n:27][cH:28][cH:29][cH:30][n:31]3)[CH2:12][c:13]3[c:14]1[nH:15][c:16]1[cH:17][cH:18][cH:19][cH:20][c:21]1[c:22]3=[O:23])[cH:9]2. The reactants are C(C)N(C=1C2=C(N=CN1)N(C=C2)S(=O)(=O)C2=CC=C(C)C=C2)[C@@H]2CNCCC2 ((S)—N-ethyl-N-(piperidin-3-yl)-7-tosyl-7H-pyrrolo[2,3-d]pyrimidin-4-amine), CCN=C=NCCCN(C)C (EDCI), C=1C=CC2=C(C1)N=NN2O (HOBt), ClC=1C=C(C=C(C1)Cl)NCC(=O)O (2-(3,5-dichlorophenylamino)acetic acid), CCN(C(C)C)C(C)C (DIEA). The solvent is CCOC(=O)C (EtOAc), CN(C)C=O (DMF). Conditions: time 8 hour. Yields the product ClC=1C=C(C=C(C1)Cl)NCC(=O)N1C[C@H](CCC1)N(C=1C2=C(N=CN1)N(C=C2)S(=O)(=O)C2=CC=C(C)C=C2)CC ((S)-2-(3,5-dichlorophenylamino)-1-(3-(ethyl(7-tosyl-7H-pyrrolo[2,3-d]pyrimidin-4-yl)amino)piperidin-1-yl)ethanone). The yield is 83.1%. RXN SMILES: [CH2:1]([N:3]([C@H:23]1[CH2:28][CH2:27][CH2:26][NH:25][CH2:24]1)[C:4]1[C:5]2[CH:12]=[CH:11][N:10]([S:13]([C:16]3[CH:22]=[CH:21][C:19]([CH3:20])=[CH:18][CH:17]=3)(=[O:15])=[O:14])[C:6]=2[N:7]=[CH:8][N:9]=1)[CH3:2].CCN=C=NCCCN(C)C.C1C=CC2N(O)N=NC=2C=1.[Cl:50][C:51]1[CH:52]=[C:53]([NH:58][CH2:59][C:60](O)=[O:61])[CH:54]=[C:55]([Cl:57])[CH:56]=1.CCN(C(C)C)C(C)C>CN(C=O)C.CCOC(C)=O>[Cl:50][C:51]1[CH:52]=[C:53]([NH:58][CH2:59][C:60]([N:25]2[CH2:26][CH2:27][CH2:28][C@H:23]([N:3]([CH2:1][CH3:2])[C:4]3[C:5]4[CH:12]=[CH:11][N:10]([S:13]([C:16]5[CH:22]=[CH:21][C:19]([CH3:20])=[CH:18][CH:17]=5)(=[O:14])=[O:15])[C:6]=4[N:7]=[CH:8][N:9]=3)[CH2:24]2)=[O:61])[CH:54]=[C:55]([Cl:57])[CH:56]=1. Reported procedure: To a solution of (S)—N-ethyl-N-(piperidin-3-yl)-7-tosyl-7H-pyrrolo[2,3-d]pyrimidin-4-amine (60 mg, 0.15 mmol), in DMF (5 mL), was added EDCI (34 mg, 0.18 mmol), HOBt (24 mg, 0.18 mmol), 2-(3,5-dichlorophenylamino)acetic acid (33 mg, 0.15 mmol) and DIEA (0.06 mL, 0.36 mmol) at 0° C. The reaction mixture was stirred overnight at rt. After completion of the reaction, the reaction mixture was diluted with EtOAc (25 mL) and the organic phase was washed with water (10 mL). The organic layer was dried ... Run in CC(=O)C (acetone). Product: BrC1=C(C=C(C=C1Cl)OC)Cl (2-bromo-1,3-dichloro-5-methoxybenzene). The reactants are BrN1C(CCC1=O)=O (N-bromosuccinimide), Cl (hydrochloric acid), ClC1=CC(=CC(=C1)OC)Cl (1,3-dichloro-5-methoxybenzene). Procedure: A solution of 5.0 grams (0.028 mole) of 1,3-dichloro-5-methoxybenzene (commercially available) in 35 mL of acetone was stirred and 5.0 grams (0.028 mole) of N-bromosuccinimide, then one mL of aqueous 10% hydrochloric acid were added. Upon completion of additions the reaction mixture was stirred at ambient temperature during a 30-minute period. After this time the reaction mixture was concentrated under reduced pressure to a residue. The residue was slurried in 20 mL of hexane and an insoluble ma... RXN SMILES: [Cl:1][C:2]1[CH:7]=[C:6]([O:8][CH3:9])[CH:5]=[C:4]([Cl:10])[CH:3]=1.[Br:11]N1C(=O)CCC1=O.Cl>CC(C)=O>[Br:11][C:3]1[C:2]([Cl:1])=[CH:7][C:6]([O:8][CH3:9])=[CH:5][C:4]=1[Cl:10]. Yield: 67.0%. The reactants are C(=O)(OCC)C=1C=C2C(C(NC2=CC1)=O)=O (5-carboethoxyisatin), P(Cl)(Cl)(Cl)(Cl)Cl (phosphorous pentachloride). Yields the product [Cl-].C(=O)(OCC)C=1C=C2C(C(NC2=CC1)=O)=O (5-carboethoxyisatin chloride). RXN SMILES: [C:1]([C:6]1[CH:7]=[C:8]2[C:12](=[CH:13][CH:14]=1)[NH:11][C:10](=[O:15])[C:9]2=[O:16])([O:3][CH2:4][CH3:5])=[O:2].P(Cl)(Cl)(Cl)(Cl)[Cl:18]>>[Cl-:18].[C:1]([C:6]1[CH:7]=[C:8]2[C:12](=[CH:13][CH:14]=1)[NH:11][C:10](=[O:15])[C:9]2=[O:16])([O:3][CH2:4][CH3:5])=[O:2] |f:2.3|. Procedure: By reacting 5-carboethoxyisatin with phosphorous pentachloride, there is obtained 5-carboethoxyisatin chloride which, on reaction with 3(2H)-thianaphthenone, yields 5'-carboethoxy-2'-indole-2-thianaphthenone indigo, which also is useful as a dyestuff. The reactants are Cc1oc(C(CCCC2CCCCC2)CC(=O)NOCc2ccccc2)nc1C(=O)O, CN1CCOCC1, CCN=C=NCCCN(C)C, COC(=O)CN, ClCCl, Cl, Cl, O, On1nnc2ccccc21. Product: COC(=O)CNC(=O)c1nc(C(CCCC2CCCCC2)CC(=O)NOCc2ccccc2)oc1C. RXN SMILES: [CH2:1]([c:2]1[cH:3][cH:4][cH:5][cH:6][cH:7]1)[O:8][NH:9][C:10]([CH2:11][CH:12]([CH2:13][CH2:14][CH2:15][CH:16]1[CH2:17][CH2:18][CH2:19][CH2:20][CH2:21]1)[c:22]1[o:23][c:24]([CH3:30])[c:25]([C:27](=[O:28])[OH:29])[n:26]1)=[O:31].[CH3:32][N:33]1[CH2:34][CH2:35][O:36][CH2:37][CH2:38]1.[CH3:51][N:52]([CH3:53])[CH2:54][CH2:55][CH2:56][N:57]=[C:58]=[N:59][CH2:60][CH3:61].[CH3:63][O:64][C:65]([CH2:66][NH2:67])=[O:68].[Cl:69][CH2:70][Cl:71].[ClH:50].[ClH:62].[OH2:39].[OH:40][n:41]1[c:42]2[cH:43][cH:44][cH:45][cH:46][c:47]2[n:48][n:49]1>>[CH2:1]([c:2]1[cH:3][cH:4][cH:5][cH:6][cH:7]1)[O:8][NH:9][C:10]([CH2:11][CH:12]([CH2:13][CH2:14][CH2:15][CH:16]1[CH2:17][CH2:18][CH2:19][CH2:20][CH2:21]1)[c:22]1[o:23][c:24]([CH3:30])[c:25]([C:27](=[O:28])[NH:67][CH2:66][C:65]([O:64][CH3:63])=[O:68])[n:26]1)=[O:31].